Dataset: the Open Reaction Database (ORD), a public repository of structured organic reaction records. Task: describe an organic reaction: reactants, conditions, products, and yield Reactants: COC(=O)C(Cc1cnc(Cl)nc1Nc1ccccc1)c1ccc(OC)cc1, CCOC(C)=O, COc1ccc(N)cn1. Product: COC(=O)C(Cc1cnc(Nc2ccc(OC)nc2)nc1Nc1ccccc1)c1ccc(OC)cc1. RXN SMILES: [CH3:1][O:2][C:3]([CH:4]([CH2:5][c:6]1[c:7]([NH:13][c:14]2[cH:15][cH:16][cH:17][cH:18][cH:19]2)[n:8][c:9]([Cl:12])[n:10][cH:11]1)[c:20]1[cH:21][cH:22][c:23]([O:26][CH3:27])[cH:24][cH:25]1)=[O:28].[CH3:38][CH2:39][O:40][C:41](=[O:42])[CH3:43].[NH2:29][c:30]1[cH:31][cH:32][c:33]([O:36][CH3:37])[n:34][cH:35]1>>[CH3:1][O:2][C:3]([CH:4]([CH2:5][c:6]1[c:7]([NH:13][c:14]2[cH:15][cH:16][cH:17][cH:18][cH:19]2)[n:8][c:9]([NH:29][c:30]2[cH:31][cH:32][c:33]([O:36][CH3:37])[n:34][cH:35]2)[n:10][cH:11]1)[c:20]1[cH:21][cH:22][c:23]([O:26][CH3:27])[cH:24][cH:25]1)=[O:28]. Reactants: C1CCOC1, CO, COC(=O)c1cc2c([nH]1)CCC2Cc1cccc(Cl)c1, [Li+], [OH-]. Yields the product O=C(O)c1cc2c([nH]1)CCC2Cc1cccc(Cl)c1. Reaction SMILES: [CH2:25]1[O:26][CH2:27][CH2:28][CH2:29]1.[CH3:23][OH:24].[Cl:1][c:2]1[cH:3][c:4]([CH2:5][CH:6]2[CH2:7][CH2:8][c:9]3[nH:10][c:11]([C:14](=[O:15])[O:16][CH3:17])[cH:12][c:13]32)[cH:18][cH:19][cH:20]1.[Li+:21].[OH-:22]>>[Cl:1][c:2]1[cH:3][c:4]([CH2:5][CH:6]2[CH2:7][CH2:8][c:9]3[nH:10][c:11]([C:14](=[O:15])[OH:16])[cH:12][c:13]32)[cH:18][cH:19][cH:20]1. Procedure: The desired product was prepared by reacting imidazole-1-carboxylic acid (R)-1-aza-bicyclo[2.2.2]oct-3-yl ester with bis(2-chlorophenyl)methanol. As a reaction SMILES: [N:1]12[CH2:8][CH2:7][CH:4]([CH2:5][CH2:6]1)[C@@H:3]([O:9][C:10](N1C=CN=C1)=[O:11])[CH2:2]2.[Cl:17][C:18]1[CH:23]=[CH:22][CH:21]=[CH:20][C:19]=1[CH:24]([C:26]1[CH:31]=[CH:30][CH:29]=[CH:28][C:27]=1[Cl:32])[OH:25]>>[Cl:17][C:18]1[CH:23]=[CH:22][CH:21]=[CH:20][C:19]=1[CH:24]([O:25][C:10](=[O:11])[O:9][C@@H:3]1[CH:4]2[CH2:5][CH2:6][N:1]([CH2:8][CH2:7]2)[CH2:2]1)[C:26]1[CH:31]=[CH:30][CH:29]=[CH:28][C:27]=1[Cl:32]. Reactants: N12C[C@@H](C(CC1)CC2)OC(=O)N2C=NC=C2 (imidazole-1-carboxylic acid (R)-1-aza-bicyclo[2.2.2]oct-3-yl ester), ClC1=C(C=CC=C1)C(O)C1=C(C=CC=C1)Cl (bis(2-chlorophenyl)methanol). Product: ClC1=C(C=CC=C1)C(C1=C(C=CC=C1)Cl)OC(O[C@H]1CN2CCC1CC2)=O (Carbonic acid (R)-(1-aza-bicyclo[2.2.2]oct-3-yl) ester bis-(2-chloro-phenyl)-methyl ester). Starting materials: [OH-].[Na+] (sodium hydroxide), CI (methyl iodide), C(C=C)OC1=C(C(=O)OC(C)(C)C)C(=CC=C1C(F)(F)F)COC1=CC=C(C=C1)C1=CC(=C(C=C1)CC(=O)OCC=C)Cl (tert-butyl 2-(allyloxy)-6-{[(4′-{[(allyloxy)carbonyl]methyl}-3′-chloro-1,1′-biphenyl-4-yl)oxy]methyl}-3-(trifluoromethyl)benzoate), [OH-].[Na+] (sodium hydroxide), CI (methyl iodide). Reagents/catalysts: S(=O)(=O)(O)[O-].C(CCC)[N+](CCCC)(CCCC)CCCC (tetra-n-Butylammonium hydrogensulfate). Solvent: ClCCl (dichloromethane). Conditions: time 1.5 hour. The product is C(C=C)OC1=C(C(=O)OC(C)(C)C)C(=CC=C1C(F)(F)F)COC1=CC=C(C=C1)C1=CC(=C(C=C1)C(C)C(=O)OCC=C)Cl (tert-butyl 2-(allyloxy)-6-{[(4′-{1-[(allyloxy)carbonyl]ethyl}-3′-chloro-1,1′-biphenyl-4-yl)oxy]methyl}-3-(trifluoromethyl)benzoate). The yield is 42.3%. RXN SMILES: [OH-].[Na+].[CH3:3]I.[CH2:5]([O:8][C:9]1[C:21]([C:22]([F:25])([F:24])[F:23])=[CH:20][CH:19]=[C:18]([CH2:26][O:27][C:28]2[CH:33]=[CH:32][C:31]([C:34]3[CH:39]=[CH:38][C:37]([CH2:40][C:41]([O:43][CH2:44][CH:45]=[CH2:46])=[O:42])=[C:36]([Cl:47])[CH:35]=3)=[CH:30][CH:29]=2)[C:10]=1[C:11]([O:13][C:14]([CH3:17])([CH3:16])[CH3:15])=[O:12])[CH:6]=[CH2:7]>S([O-])(O)(=O)=O.C([N+](CCCC)(CCCC)CCCC)CCC.ClCCl>[CH2:5]([O:8][C:9]1[C:21]([C:22]([F:24])([F:25])[F:23])=[CH:20][CH:19]=[C:18]([CH2:26][O:27][C:28]2[CH:33]=[CH:32][C:31]([C:34]3[CH:39]=[CH:38][C:37]([CH:40]([C:41]([O:43][CH2:44][CH:45]=[CH2:46])=[O:42])[CH3:3])=[C:36]([Cl:47])[CH:35]=3)=[CH:30][CH:29]=2)[C:10]=1[C:11]([O:13][C:14]([CH3:17])([CH3:16])[CH3:15])=[O:12])[CH:6]=[CH2:7] |f:0.1,4.5|. Procedure: tetra-n-Butylammonium hydrogensulfate (21 mg, 0.062 mmol), a 2N aqueous sodium hydroxide solution (0.06 ml, 0.12 mmol) and methyl iodide (10 μl, 0.16 mmol) were added to a solution of tert-butyl 2-(allyloxy)-6-{[(4′-{[(allyloxy)carbonyl]methyl}-3′-chloro-1,1′-biphenyl-4-yl)oxy]methyl}-3-(trifluoromethyl)benzoate (19 mg, 0.03 mmol) obtained in Example (18-3) in dichloromethane (0.4 ml), and the mixture was stirred at room temperature for 1.5 hours. A 2N aqueous sodium hydroxide solution (0.03 ml,... Reactants: C(C)(=O)OCC.CCCCCC (ethyl acetate hexane), Cl.COC(CC(C1=CC=CC=C1)N)=O (3-amino-3-phenylpropionic acid methyl ester hydrochloride), C([O-])([O-])=O.[Na+].[Na+] (sodium carbonate), C(=O)(OCC)N1C(C=2C(C1=O)=CC=CC2)=O (N-carboethoxyphthalimide). The solvent is O (water), C(C)#N (acetonitrile). Conditions: time 1 hour. Yields the product C1(C=2C(C(N1C(CC(=O)OC)C1=CC=CC=C1)=O)=CC=CC2)=O (methyl 3-phthalimido-3-phenylpropionate). Yield: 39.4%. RXN SMILES: Cl.[CH3:2][O:3][C:4](=[O:14])[CH2:5][CH:6]([NH2:13])[C:7]1[CH:12]=[CH:11][CH:10]=[CH:9][CH:8]=1.C(=O)([O-])[O-].[Na+].[Na+].C(N1[C:30](=[O:31])[C:29]2=[CH:32][CH:33]=[CH:34][CH:35]=[C:28]2[C:27]1=[O:36])(OCC)=O.C(OCC)(=O)C.CCCCCC>O.C(#N)C>[C:27]1(=[O:36])[N:13]([CH:6]([C:7]2[CH:12]=[CH:11][CH:10]=[CH:9][CH:8]=2)[CH2:5][C:4]([O:3][CH3:2])=[O:14])[C:30](=[O:31])[C:29]2=[CH:32][CH:33]=[CH:34][CH:35]=[C:28]12 |f:0.1,2.3.4,6.7|. Reported procedure: To a stirred solution of 3-amino-3-phenylpropionic acid methyl ester hydrochloride (0.50 g, 2.3 mmol) and sodium carbonate (0.25 g, 2.3 mmol) in 10 mL of water was added N-carboethoxyphthalimide (0.51 g, 2.3 mmol) in 7 mL of acetonitrile. The reaction progress was monitored by TLC (ethyl acetate/hexane; 1:2) which showed that the reaction was complete in one hour. The reaction mixture was partially concentrated to remove the acetonitrile. The resulting slurry was filtered and the solid vas washe... RXN SMILES: O.[NH2:2][NH2:3].Cl.[CH3:5][C:6]1[C:7]([O:9][C:10](=O)[C:11]=1[CH3:12])=[O:8]>O>[OH:8][C:7]1[N:2]=[N:3][C:10]([OH:9])=[C:11]([CH3:12])[C:6]=1[CH3:5] |f:0.1|. Procedure details: 50 ml of purified water was added to 3.4 ml(0.07 mol) of hydrazine monohydrate and then 14 ml(0.14 mol) of conc. hydrochloric acid was added dropwise thereto. Then, the reaction solution was warmed to boil. When the reaction mixture begins to reflux, 8.83 g(0.07 mol) of 2,3-dimethylmaleic acid anhydride was added thereto. The reaction solution was continuously refluxed for 3 hours and then cooled. The precipitated white crystal was filtered, washed with purified water, dissolved in boiling purif... The product is OC=1N=NC(=C(C1C)C)O (3,6-dihydroxy-4,5-dimethylpyridazine). Solvent: O (water). The reactants are O.NN (hydrazine monohydrate), Cl (hydrochloric acid), C/C=1/C(=O)OC(\C1\C)=O (2,3-dimethylmaleic acid anhydride).